From a dataset of the Open Reaction Database (ORD), a public repository of structured organic reaction records. describe an organic reaction: reactants, conditions, products, and yield The reactants are B(Br)(Br)Br (boron tribromide), FC1=C(C(=C(C(=C1F)F)F)F)C1=C(C=CC(=C1)C)OC (2,3,4,5,6-Pentafluoro-2′-methoxy-5′-methyl-1,1′-biphenyl). Run in ClCCl (dichloro-methane), ClCCl (dichloromethane). The product is FC1=C(C(=C(C(=C1F)F)F)F)C=1C(=CC=C(C1)C)O (2′,3′,4′,5′,6′-Pentafluoro-5-methyl-[1,1′-biphenyl]-2-ol). Yield: 88.3%. As a reaction SMILES: B(Br)(Br)Br.[F:5][C:6]1[C:11]([F:12])=[C:10]([F:13])[C:9]([F:14])=[C:8]([F:15])[C:7]=1[C:16]1[CH:21]=[C:20]([CH3:22])[CH:19]=[CH:18][C:17]=1[O:23]C>ClCCl>[F:5][C:6]1[C:11]([F:12])=[C:10]([F:13])[C:9]([F:14])=[C:8]([F:15])[C:7]=1[C:16]1[C:17]([OH:23])=[CH:18][CH:19]=[C:20]([CH3:22])[CH:21]=1. Procedure: A 1.0 M boron tribromide solution in dichloromethane (67.3 mL, 67.3 mmol, 2 equiv) was added dropwise, at −78° C., over 30 minutes to a solution of compound 6 (9.7 g, 33.65 mmol, 1 equiv) in anhydrous dichloro-methane (300 mL). The reaction was warmed to room temperature, when LCMS indicated that the reaction was complete. The reaction was quenched with ice-water (200 mL). The layers were separated and the aqueous phase was extracted with dichloromethane (2×100 mL). The combined organic layers w... Reactants: N(=O)[O-].[Na+] (NaNO2), CN(CCOC1=CC=C(N)C=C1)C (4-[2-(dimethylamino)ethoxy]aniline), CC(C(=O)OCC)C(=O)C (ethyl 2-methylacetoacetate), CC(=O)[O-].[Na+] (NaOAc), ice, C(=O)([O-])[O-].[Na+].[Na+] (Na2CO3). Run in O (water), Cl (HCl), CCO (EtOH), O (water). Reaction conditions: temperature 20 celsius, time 1 hour. Yields the product CN(CCOC=1C=C2C=C(NC2=CC1)C(=O)OCC)C (ethyl 5-[2-(dimethylamino)ethoxy]indole-2-carboxylate). The yield is 23.9%. RXN SMILES: [CH3:1][N:2]([CH3:13])[CH2:3][CH2:4][O:5][C:6]1[CH:12]=[CH:11][C:9]([NH2:10])=[CH:8][CH:7]=1.N([O-])=O.[Na+].[CH3:18][CH:19](C(C)=O)[C:20]([O:22][CH2:23][CH3:24])=[O:21].CC([O-])=O.[Na+].C([O-])([O-])=O.[Na+].[Na+]>O.Cl.CCO>[CH3:1][N:2]([CH3:13])[CH2:3][CH2:4][O:5][C:6]1[CH:12]=[C:11]2[C:9](=[CH:8][CH:7]=1)[NH:10][C:19]([C:20]([O:22][CH2:23][CH3:24])=[O:21])=[CH:18]2 |f:1.2,4.5,6.7.8|. Procedure details: A stirred solution of 4-[2-(dimethylamino)ethoxy]aniline [R Paul et al, J. Med. Chem. 36, 1993, 2716-2725](3.61 g, 20 mmol) in water (34 mL) and concentrated HCl (10 mL) was diazotized at 0° C. with a solution of NaNO2 (1.52 g, 22 mmol) in water (4 mL). The cold solution was added in one portion to a vigorously stirred ice-cold mixture of ethyl 2-methylacetoacetate (3.03 g, 21 mmol), anhydrous NaOAc (17 g), EtOH (25 mL), and freshly added ice (20 g). After stirring at 20° C. for 1 h, the mixture... Starting materials: Cn1ncc2c(F)c(C(O)c3cnc4ccc(Cl)nn34)c(F)cc21, CC(c1c(F)cc2c(cnn2C)c1F)c1cnc2ccc(Cl)nn12, I, O=[PH2]O. The product is Cn1ncc2c(F)c(Cc3cnc4ccc(Cl)nn34)c(F)cc21. As a reaction SMILES: [Cl:1][c:2]1[cH:3][cH:4][c:5]2[n:6]([n:7]1)[c:8]([CH:11]([OH:12])[c:13]1[c:14]([F:24])[c:15]3[cH:16][n:17][n:18]([CH3:23])[c:19]3[cH:20][c:21]1[F:22])[cH:9][n:10]2.[Cl:29][c:30]1[cH:31][cH:32][c:33]2[n:34]([c:35]([CH:36]([c:37]3[c:38]([F:39])[c:40]4[c:41]([cH:42][c:43]3[F:44])[n:45]([CH3:46])[n:47][cH:48]4)[CH3:49])[cH:50][n:51]2)[n:52]1.[I:25].[PH2:26](=[O:27])[OH:28]>>[Cl:1][c:2]1[cH:3][cH:4][c:5]2[n:6]([n:7]1)[c:8]([CH2:11][c:13]1[c:14]([F:24])[c:15]3[cH:16][n:17][n:18]([CH3:23])[c:19]3[cH:20][c:21]1[F:22])[cH:9][n:10]2. The reactants are NC=1N=CN(C1C(=O)N)CC1=CC(=CC=C1)OC (4-amino-1-(3-methoxybenzyl)-5-imidazolecarboxamide), FC1=C(C(=O)Cl)C=CC=C1 (2-fluorobenzoyl chloride). RXN SMILES: [NH2:1][C:2]1[N:3]=[CH:4][N:5]([CH2:10][C:11]2[CH:16]=[CH:15][CH:14]=[C:13]([O:17][CH3:18])[CH:12]=2)[C:6]=1[C:7]([NH2:9])=[O:8].[F:19][C:20]1[CH:28]=[CH:27][CH:26]=[CH:25][C:21]=1[C:22](Cl)=[O:23]>>[F:19][C:20]1[CH:28]=[CH:27][CH:26]=[CH:25][C:21]=1[C:22]([NH:1][C:2]1[N:3]=[CH:4][N:5]([CH2:10][C:11]2[CH:16]=[CH:15][CH:14]=[C:13]([O:17][CH3:18])[CH:12]=2)[C:6]=1[C:7]([NH2:9])=[O:8])=[O:23]. Isolated yield 82.0%. Procedure details: An amidation reaction and post-treatment were carried out following the conditions of Example 1, using 1.97 g (8.00 mmol) of 4-amino-1-(3-methoxybenzyl)-5-imidazolecarboxamide prepared in the same manner as in Example 81 and 2-fluorobenzoyl chloride instead of benzoyl chloride to obtain 2.42 g of 4-(2-fluorobenzoylamino)-1-(3-methoxybenzyl)-5-imidazole carboxamide (yield 82%). Yields the product FC1=C(C(=O)NC=2N=CN(C2C(=O)N)CC2=CC(=CC=C2)OC)C=CC=C1 (4-(2-fluorobenzoylamino)-1-(3-methoxybenzyl)-5-imidazole carboxamide). Isolated yield 91.9%. The reactants are FC(C(=O)O)(F)F (Trifluoroacetic acid), C(C1=CC=CC=C1)OC(=O)NCCC[C@H](C(=O)O[C@@H]1[C@@H](O[C@H]([C@@H]1O)N1C2=NC=NC(=C2N=C1)N)COP(=O)(O)O[C@@H]1[C@H](O[C@H](C1)N1C(N=C(C=C1)N)=O)COP(=O)(O)O)NC(=O)OC(C)(C)C ((2S)-(2R,3S,4R,5R)-2-((((((2R,3S,5R)-5-(4-amino-2-oxopyrimidin-1(2H)-yl)-2-((phosphonooxy)methyl)tetrahydrofuran-3-yl)oxy)(hydroxy)phosphoryl)oxy)methyl)-5-(6-amino-9H-purin-9-yl)-4-hydroxytetrahydrofuran-3-yl 5-(((benzyloxy)carbonyl)amino)-2-((tert-butoxycarbonyl)amino)pentanoate). As a reaction SMILES: FC(F)(F)C(O)=O.[CH2:8]([O:15][C:16]([NH:18][CH2:19][CH2:20][CH2:21][C@@H:22]([NH:67]C(OC(C)(C)C)=O)[C:23]([O:25][C@H:26]1[C@@H:30]([OH:31])[C@H:29]([N:32]2[CH:40]=[N:39][C:38]3[C:33]2=[N:34][CH:35]=[N:36][C:37]=3[NH2:41])[O:28][C@H:27]1[CH2:42][O:43][P:44]([O:47][C@H:48]1[CH2:52][C@H:51]([N:53]2[CH:58]=[CH:57][C:56]([NH2:59])=[N:55][C:54]2=[O:60])[O:50][C@@H:49]1[CH2:61][O:62][P:63]([OH:66])([OH:65])=[O:64])([OH:46])=[O:45])=[O:24])=[O:17])[C:9]1[CH:14]=[CH:13][CH:12]=[CH:11][CH:10]=1>ClCCl>[NH2:67][C@H:22]([CH2:21][CH2:20][CH2:19][NH:18][C:16]([O:15][CH2:8][C:9]1[CH:10]=[CH:11][CH:12]=[CH:13][CH:14]=1)=[O:17])[C:23]([O:25][C@H:26]1[C@@H:30]([OH:31])[C@H:29]([N:32]2[CH:40]=[N:39][C:38]3[C:33]2=[N:34][CH:35]=[N:36][C:37]=3[NH2:41])[O:28][C@H:27]1[CH2:42][O:43][P:44]([O:47][C@H:48]1[CH2:52][C@H:51]([N:53]2[CH:58]=[CH:57][C:56]([NH2:59])=[N:55][C:54]2=[O:60])[O:50][C@@H:49]1[CH2:61][O:62][P:63]([OH:66])([OH:65])=[O:64])([OH:46])=[O:45])=[O:24]. Reported procedure: Trifluoroacetic acid (0.117 mL) was added to a solution of (2S)-(2R,3S,4R,5R)-2-((((((2R,3S,5R)-5-(4-amino-2-oxopyrimidin-1(2H)-yl)-2-((phosphonooxy)methyl)tetrahydrofuran-3-yl)oxy)(hydroxy)phosphoryl)oxy)methyl)-5-(6-amino-9H-purin-9-yl)-4-hydroxytetrahydrofuran-3-yl 5-(((benzyloxy)carbonyl)amino)-2-((tert-butoxycarbonyl)amino)pentanoate (Compound tk67) (30 mg, 0.030 mmol) in dichloromethane (1.1 mL), and the mixture was stirred at room temperature for 35 minutes. Following concentration under ... Run at time 35 minute. Run in ClCCl (dichloromethane). Product: N[C@@H](C(=O)O[C@@H]1[C@@H](O[C@H]([C@@H]1O)N1C2=NC=NC(=C2N=C1)N)COP(=O)(O)O[C@@H]1[C@H](O[C@H](C1)N1C(N=C(C=C1)N)=O)COP(=O)(O)O)CCCNC(=O)OCC1=CC=CC=C1 ((2S)-(2R,3S,4R,5R)-2-((((((2R,3S,5R)-5-(4-amino-2-oxopyrimidin-1(2H)-yl)-2-((phosphonooxy)methyl)tetrahydrofuran-3-yl)oxy)(hydroxy)phosphoryl)oxy)methyl)-5-(6-amino-9H-purin-9-yl)-4-hydroxytetrahydrofuran-3-yl 2-amino-5-(((benzyloxy)carbonyl)amino)pentanoate).